From a dataset of the Open Reaction Database (ORD), a public repository of structured organic reaction records. describe an organic reaction: reactants, conditions, products, and yield Run at time 2 hour. As a reaction SMILES: C(OC(=O)[NH:7][C:8]1[CH:13]=[C:12]([CH3:14])[C:11]([CH2:15][NH:16][C:17]([C:19]2[O:20][C:21]([CH2:24][C:25]3[CH:30]=[CH:29][CH:28]=[CH:27][CH:26]=3)=[CH:22][N:23]=2)=[O:18])=[C:10]([CH3:31])[N:9]=1)(C)(C)C.C(O)(C(F)(F)F)=O>C(Cl)Cl>[NH2:7][C:8]1[N:9]=[C:10]([CH3:31])[C:11]([CH2:15][NH:16][C:17]([C:19]2[O:20][C:21]([CH2:24][C:25]3[CH:30]=[CH:29][CH:28]=[CH:27][CH:26]=3)=[CH:22][N:23]=2)=[O:18])=[C:12]([CH3:14])[CH:13]=1. The reactants are C(C)(C)(C)OC(NC1=NC(=C(C(=C1)C)CNC(=O)C=1OC(=CN1)CC1=CC=CC=C1)C)=O ((5-{[(5-Benzyl-oxazole-2-carbonyl)-amino]-methyl}-4,6-dimethyl-pyridin-2-yl)-carbamic acid tert-butyl ester), C(=O)(C(F)(F)F)O (TFA). Product: NC1=CC(=C(C(=N1)C)CNC(=O)C=1OC(=CN1)CC1=CC=CC=C1)C (N-((6-amino-2,4-dimethylpyridin-3-yl)methyl)-5-benzyloxazole-2-carboxamide). Procedure: A mixture of (5-{[(5-Benzyl-oxazole-2-carbonyl)-amino]-methyl}-4,6-dimethyl-pyridin-2-yl)-carbamic acid tert-butyl ester (170 mg, 0.34 mmol), 2 mL TFA and 5 mL DCM was stirred of room temperature for 2 h. The mixture was evaporated in vacuo and the residue was purified by preparative HPLC (Macherey-Nagel Nucleosil 250×40 mm, 5 to 100% ACN and 0.1% TFA, flow 40 ml/min). The product containing fractions were lyophilised, then dissolved in 1 mL MeOH and the resulting mixture was filtered over a MeO... The solvent is C(Cl)Cl (DCM).